Dataset: the Open Reaction Database (ORD), a public repository of structured organic reaction records. Task: describe an organic reaction: reactants, conditions, products, and yield Reactants: S(O)(O)(=O)=O (sulphuric acid), N1=CC=CC=C1 (pyridine). The solvent is C(C)(=O)OCC (ethyl acetate). The product is S(=O)(=O)([O-])[O-].[NH+]1=CC=CC=C1.[NH+]1=CC=CC=C1 (pyridinium sulphate). RXN SMILES: [S:1](=[O:5])(=[O:4])([OH:3])[OH:2].[N:6]1[CH:11]=[CH:10][CH:9]=[CH:8][CH:7]=1>C(OCC)(=O)C>[S:1]([O-:5])([O-:4])(=[O:3])=[O:2].[NH+:6]1[CH:11]=[CH:10][CH:9]=[CH:8][CH:7]=1.[NH+:6]1[CH:11]=[CH:10][CH:9]=[CH:8][CH:7]=1 |f:3.4.5|. Reported procedure: To a mixture of dry ethyl acetate (1 l) and concentrated sulphuric acid (25 l, 0.469 mol) was added slowly, with stirring, dry pyridine (50 ml, 0.620 mol). The mixture was cooled and the precipitate of pyridinium sulphate produced was separated from the ethyl acetate by decanting, rinsed with a portion of dry ethyl acetate and vacuum dried at 60° C. to yield 85 g (100% yield) of product. The product (85 g, 0.480 mol) was dissolved in dry dimethylformamide (250 ml) to provide a 1.921M pyridinium ... Starting materials: ClC1=NC=C(C=2NC=3C=C(C=CC3C21)Cl)C#N (1,7-dichloro-5H-pyrido[4,3-b]indole-4-carbonitrile), C1(CC1)C(N)C1CC1 (dicyclopropylmethanamine). Reaction conditions: temperature 135 celsius. Run in O1CCOCC1 (dioxane). Procedure: To a stirred slurry of 1,7-dichloro-5H-pyrido[4,3-b]indole-4-carbonitrile (16 g, 61 mmol) in dioxane (122 mL) was added dicyclopropylmethanamine (17 g, 153 mmol). The reaction mixture was heated to 135° C. for 1 d, cooled to room temperature, and concentrated. The residue was diluted with EtOAc and water. The aqueous layer was extracted with EtOAc (×3). The combined organics were washed with brine, dried (sodium sulfate), concentrated, and purified by flash chromatography to give the title compo... Reaction SMILES: Cl[C:2]1[C:14]2[C:13]3[CH:12]=[CH:11][C:10]([Cl:15])=[CH:9][C:8]=3[NH:7][C:6]=2[C:5]([C:16]#[N:17])=[CH:4][N:3]=1.[CH:18]1([CH:21]([CH:23]2[CH2:25][CH2:24]2)[NH2:22])[CH2:20][CH2:19]1>O1CCOCC1>[Cl:15][C:10]1[CH:11]=[CH:12][C:13]2[C:14]3[C:2]([NH:22][CH:21]([CH:23]4[CH2:25][CH2:24]4)[CH:18]4[CH2:20][CH2:19]4)=[N:3][CH:4]=[C:5]([C:16]#[N:17])[C:6]=3[NH:7][C:8]=2[CH:9]=1. Product: ClC=1C=CC=2C3=C(NC2C1)C(=CN=C3NC(C3CC3)C3CC3)C#N (7-Chloro-1-[(dicyclopropylmethyl)amino]-5H-pyrido[4,3-b]indole-4-carbonitrile). Procedure: To a solution of 2H-1,4-benzoxazin-3(4H)-one (1.0 g, 6.7 mmol) and potassium carbonate (1.4 g, 10.05 mmol) in N,N-dimethylformamide (20 mL), was added 1-bromo-3-chloropropane (1.99 mL, 20.1 mmol, d=1.6). After stirring at 60° C. for 60 hours, the reaction mixture was diluted with ethyl acetate (100 mL), washed with dilute citric acid, water and brine. The organic phase was dried over MgSO4 and concentrated to the title compound (1.46 g, 97%); 1H NMR (DMSO-d6): δ 1.99-2.03 (m, 2H), 3.71 (t, 2H, J... Reaction SMILES: [O:1]1[C:6]2[CH:7]=[CH:8][CH:9]=[CH:10][C:5]=2[NH:4][C:3](=[O:11])[CH2:2]1.C(=O)([O-])[O-].[K+].[K+].Br[CH2:19][CH2:20][CH2:21][Cl:22]>CN(C)C=O.C(OCC)(=O)C>[Cl:22][CH2:21][CH2:20][CH2:19][N:4]1[C:3](=[O:11])[CH2:2][O:1][C:6]2[CH:7]=[CH:8][CH:9]=[CH:10][C:5]1=2 |f:1.2.3|. Product: ClCCCN1C2=C(OCC1=O)C=CC=C2 (4-(3-chloropropyl)-2H-benzo[b][1,4]oxazin-3(4H)-one). Reaction conditions: temperature 60 celsius, time 60 hour. Run in C(C)(=O)OCC (ethyl acetate), CN(C=O)C (N,N-dimethylformamide). Starting materials: O1CC(NC2=C1C=CC=C2)=O (2H-1,4-benzoxazin-3(4H)-one), C([O-])([O-])=O.[K+].[K+] (potassium carbonate), BrCCCCl (1-bromo-3-chloropropane). The reactants are [Mg] (magnesium), ClC1=CC=CC=C1 (chlorobenzene), C(C)(C)(C)OC1=CC=C(C=C1)S(=O)C1=CC=C(C=C1)OC(C)(C)C (bis-(4-t-butoxyphenyl) sulfoxide), N1=CC=CC=C1 (pyridine), FC(C(C(S(=O)(=O)O[Si](C)(C)C)(F)F)F)(F)F (trimethylsilyl 3,3,3,2,1,1-hexafluoropropane sulfonate), Grignard reagent. The solvent is O (water), ClCCl (dichloromethane), O1CCCC1 (tetrahydrofuran), O1CCCC1 (tetrahydrofuran). Conditions: temperature 5 celsius, time 20 minute. The product is FC(C(C(S(=O)(=O)[O-])(F)F)F)(F)F.C(CCC)OC1=CC=C(C=C1)[S+](C1=CC=CC=C1)C1=CC=C(C=C1)OCCCC (bis-(4-butoxyphenyl)phenyl sulfonium 3,3,3,2,1,1-hexafluoropropane sulfonate), powder. As a reaction SMILES: [C:1]([O:5][C:6]1[CH:11]=[CH:10][C:9]([S:12]([C:14]2[CH:19]=[CH:18][C:17]([O:20]C(C)(C)C)=[CH:16][CH:15]=2)=O)=[CH:8][CH:7]=1)([CH3:4])(C)C.N1[CH:30]=[CH:29][CH:28]=[CH:27]C=1.[F:31][C:32]([F:47])([F:46])[CH:33]([F:45])[C:34]([F:44])([F:43])[S:35]([O:38][Si](C)(C)C)(=[O:37])=[O:36].[Mg].Cl[C:50]1[CH:55]=[CH:54][CH:53]=[CH:52][CH:51]=1>O1CCCC1.ClCCl.O>[F:47][C:32]([F:31])([F:46])[CH:33]([F:45])[C:34]([F:43])([F:44])[S:35]([O-:38])(=[O:36])=[O:37].[CH2:1]([O:5][C:6]1[CH:7]=[CH:8][C:9]([S+:12]([C:14]2[CH:15]=[CH:16][C:17]([O:20][CH2:30][CH2:29][CH2:28][CH3:27])=[CH:18][CH:19]=2)[C:50]2[CH:55]=[CH:54][CH:53]=[CH:52][CH:51]=2)=[CH:10][CH:11]=1)[CH2:4][CH2:32][CH3:33] |f:8.9|. Reported procedure: To a stirred solution of 60.0 g (0.174 mol) of bis-(4-t-butoxyphenyl) sulfoxide in 26.8 g (0.34 mol) of pyridine and 400 ml of tetrahydrofuran was dropped 75.6 g (0.34 mol) of trimethylsilyl 3,3,3,2,1,1-hexafluoropropane sulfonate while keeping the solution temperature below −5° C. with a salted (sodium chloride) ice bath. After completion of the addition, the reaction temperature was raised to 5° C., followed by stirring for 20 minutes. A Grignard reagent solution was prepared from 8.4 g (0.34 ... Reactants: ClCC(=O)C=1C=CC=C2C=CC=NC12 (2-chloro-1-quinolin-8-yl-ethanone), [N-]=[N+]=[N-].[Na+] (NaN3). The solvent is CS(=O)C (DMSO), CCOC(=O)C (EtOAc). Run at time 2 hour. Yields the product N(=[N+]=[N-])CC(=O)C=1C=CC=C2C=CC=NC12 (2-Azido-1-quinolin-8-yl-ethanone). Reaction SMILES: Cl[CH2:2][C:3]([C:5]1[CH:6]=[CH:7][CH:8]=[C:9]2[C:14]=1[N:13]=[CH:12][CH:11]=[CH:10]2)=[O:4].[N-:15]=[N+:16]=[N-:17].[Na+]>CS(C)=O.CCOC(C)=O>[N:15]([CH2:2][C:3]([C:5]1[CH:6]=[CH:7][CH:8]=[C:9]2[C:14]=1[N:13]=[CH:12][CH:11]=[CH:10]2)=[O:4])=[N+:16]=[N-:17] |f:1.2|. Reported procedure: To a solution of 2-chloro-1-quinolin-8-yl-ethanone (5.85 g, 28.5 mmol) in DMSO (60 mL), as prepared in the last step, was added NaN3 (2.2 g, 33.9 mmol). After 2 hours, the reaction was diluted with EtOAc (250 mL) and washed with H2O (3×100 mL). The organic phase was washed with brine (100 mL), dried over Na2SO4 and concentrated in vacuo. Purification via SiO2 chromatography (20% EtOAc/hexanes) affored the product as a pale yellow solid (4.95 g). 1H NMR (300 Hz, CDCl3) δ 9.0-8.97 (m, 1H), 8.26-8.... Reactants: COC(=O)C1N2C(SC1)CC(C2=O)NC(=O)OC(C)(C)C (6-tert-Butoxycarbonylamino-5-oxo-hexahydro-pyrrolo[2,1-b]thiazole-3-carboxylic acid methyl ester), N.CO (NH3 MeOH). Reaction conditions: time 8 hour. Yields the product C(C)(C)(C)OC(NC1CC2SCC(N2C1=O)C(N)=O)=O ((3-Carbamoyl-5-oxo-hexahydro-pyrrolo[2,1-b]thiazol-6-yl)-carbamic acid tert-butyl ester). Reaction SMILES: C[O:2][C:3]([CH:5]1[CH2:9][S:8][CH:7]2[CH2:10][CH:11]([NH:14][C:15]([O:17][C:18]([CH3:21])([CH3:20])[CH3:19])=[O:16])[C:12](=[O:13])[N:6]12)=O.[NH3:22].CO>>[C:18]([O:17][C:15](=[O:16])[NH:14][CH:11]1[C:12](=[O:13])[N:6]2[CH:7]([S:8][CH2:9][CH:5]2[C:3](=[O:2])[NH2:22])[CH2:10]1)([CH3:21])([CH3:20])[CH3:19] |f:1.2|. Procedure details: Compound 4 (0.5 g, 1.58 mmol) was treated with NH3/MeOH (20 mL) at room temperature and stirred overnight. The crude product was obtained by evaporation and used directly in the next step.